The task is: describe an organic reaction: reactants, conditions, products, and yield. This data is from the Open Reaction Database (ORD), a public repository of structured organic reaction records. Reactants: O (Water), C(CCC)[Li] (n-Butyl lithium), BrC1=CC=C(S1)C1OCCO1 (2-(5-bromo-thiophen-2-yl)-[1,3]dioxolane), CC1=CC=C(S1)C=O (5-Methylthiophene-2-carbaldehyde). The solvent is C(C)(=O)OCC (ethyl acetate), C(C)(=O)OCC (ethyl acetate), O1CCCC1 (tetrahydrofuran). Reaction conditions: time 10 minute. Product: O1C(OCC1)C1=CC=C(S1)C(O)C=1SC(=CC1)C ((5-[1,3]Dioxolan-2-yl-thiophen-2-yl)-(5-methyl-thiophen-2-yl)-methanol). The yield is 41.7%. Reaction SMILES: C([Li])CCC.Br[C:7]1[S:11][C:10]([CH:12]2[O:16][CH2:15][CH2:14][O:13]2)=[CH:9][CH:8]=1.[CH3:17][C:18]1[S:22][C:21]([CH:23]=[O:24])=[CH:20][CH:19]=1.O>O1CCCC1.C(OCC)(=O)C>[O:13]1[CH2:14][CH2:15][O:16][CH:12]1[C:10]1[S:11][C:7]([CH:23]([C:21]2[S:22][C:18]([CH3:17])=[CH:19][CH:20]=2)[OH:24])=[CH:8][CH:9]=1. Procedure details: n-Butyl lithium (2.44N hexane solution, 7.4 mL, 17.9 mmol) was added dropwise to a solution of 2-(5-bromo-thiophen-2-yl)-[1,3]dioxolane (4.0 g, 17 mmol) in tetrahydrofuran (50 mL) at from −75° C. to −70° C., and the solution was stirred for 10 minutes. 5-Methylthiophene-2-carbaldehyde (2.4 g, 18.7 mmol) was further added dropwise to the reaction solution at from −75° C. to −70° C. After dropwise addition was completed, the reaction solution was gradually allowed to room temperature. Water and et... The reactants are C(C)N1C2=CC=CC=C2C=2C=C(C=CC12)C=O (9-ethyl-9H-carbazole-3-carbaldehyde), N1CCC(CC1)C1=CC=C(C=C1)NC(CCC)=O (N-[4-(4-piperidinyl)phenyl]butanamide). Run in CC(=O)O (HOAc). The product is C(C)N1C2=CC=CC=C2C=2C=C(C=CC12)CN1CCC(CC1)C1=CC=C(C=C1)NC(CCC)=O (N-(4-{1-[(9-ETHYL-9H-CARBAZOL-3-YL)METHYL]-4-PIPERIDINYL}PHENYL)BUTANAMIDE). As a reaction SMILES: [CH2:1]([N:3]1[C:15]2[CH:14]=[CH:13][C:12]([CH:16]=O)=[CH:11][C:10]=2[C:9]2[C:4]1=[CH:5][CH:6]=[CH:7][CH:8]=2)[CH3:2].[NH:18]1[CH2:23][CH2:22][CH:21]([C:24]2[CH:29]=[CH:28][C:27]([NH:30][C:31](=[O:35])[CH2:32][CH2:33][CH3:34])=[CH:26][CH:25]=2)[CH2:20][CH2:19]1>CC(O)=O>[CH2:1]([N:3]1[C:15]2[CH:14]=[CH:13][C:12]([CH2:16][N:18]3[CH2:23][CH2:22][CH:21]([C:24]4[CH:29]=[CH:28][C:27]([NH:30][C:31](=[O:35])[CH2:32][CH2:33][CH3:34])=[CH:26][CH:25]=4)[CH2:20][CH2:19]3)=[CH:11][C:10]=2[C:9]2[C:4]1=[CH:5][CH:6]=[CH:7][CH:8]=2)[CH3:2]. Reported procedure: Prepared by Procedure F and Scheme R, without HOAc, using 9-ethyl-9H-carbazole-3-carbaldehyde and N-[4-(4-piperidinyl)phenyl]butanamide: ESMS m/e: 454.2 (M+H)+. The reactants are C(CO)O (ethylene glycol), N#N (N2), N1C=NC=C1 (imidazole), [Si](C)(C)(C(C)(C)C)Cl (tert-butyldimethylsilyl chloride). Run in C1CCOC1 (THF), O (Water), C1CCOC1 (THF). Yields the product C(C)(C)(C)[Si](OCCO)(C)C (2-(tert-butyl-dimethyl-silanyloxy)-ethanol). Isolated yield 20.0%. Reaction SMILES: [CH2:1]([OH:4])[CH2:2][OH:3].N#N.N1C=CN=C1.[Si:12](Cl)([C:15]([CH3:18])([CH3:17])[CH3:16])([CH3:14])[CH3:13]>C1COCC1.O>[C:15]([Si:12]([CH3:14])([CH3:13])[O:3][CH2:2][CH2:1][OH:4])([CH3:18])([CH3:17])[CH3:16]. Procedure: To a stirred solution of ethylene glycol (2.44 mL; 6.0 eq.) in dry THF (35 mL), under inert atmosphere (N2), were added imidazole (497 mg; 1.0 eq.) and a solution of tert-butyldimethylsilyl chloride (1.10 g; 1.0 eq.) in dry THF (35 mL). The reaction mixture was stirred at rt over the weekend. Water was added and THF was removed under vacuum. The residual aq. layer was extracted with EA (3×) and the combined org. layers were washed with water, dried over MgSO4, filtered and concentrated under red... The reactants are Cl (HCl), ClC1=CC=C(C=C1)C1=CC(=C(C=C1F)C)C=1C(NC2(C1O)CCN(CC2)OC)=O (3-(4′-chloro-6-fluoro-4-methyl-biphenyl-3-yl)-4-hydroxy-8-methoxy-1,8-diaza-spiro[4.5]dec-3-en-2-one), C(C(C)(C)C)(=O)Cl (pivaloyl chloride), N1=CC=CC=C1 (pyridine). Solvent: C(C)#N (acetonitrile). Run at time 8 hour. Product: ClC1=CC=C(C=C1)C1=CC(=C(C=C1F)C)C=1C(NC2(C1OC(C(C)(C)C)=O)CCN(CC2)OC)=O (2,2-dimethyl-propionic acid 3-(4′-chloro-6-fluoro-4-methyl-biphenyl-3-yl)-8-methoxy-2-oxo-1,8-diaza-spiro[4.5]dec-3-en-4-yl ester). RXN SMILES: [Cl:1][C:2]1[CH:7]=[CH:6][C:5]([C:8]2[C:13]([F:14])=[CH:12][C:11]([CH3:15])=[C:10]([C:16]3[C:17](=[O:29])[NH:18][C:19]4([CH2:26][CH2:25][N:24]([O:27][CH3:28])[CH2:23][CH2:22]4)[C:20]=3[OH:21])[CH:9]=2)=[CH:4][CH:3]=1.[C:30](Cl)(=[O:35])[C:31]([CH3:34])([CH3:33])[CH3:32].N1C=CC=CC=1.Cl>C(#N)C>[Cl:1][C:2]1[CH:7]=[CH:6][C:5]([C:8]2[C:13]([F:14])=[CH:12][C:11]([CH3:15])=[C:10]([C:16]3[C:17](=[O:29])[NH:18][C:19]4([CH2:22][CH2:23][N:24]([O:27][CH3:28])[CH2:25][CH2:26]4)[C:20]=3[O:21][C:30](=[O:35])[C:31]([CH3:34])([CH3:33])[CH3:32])[CH:9]=2)=[CH:4][CH:3]=1. Procedure details: To a solution of 3-(4′-chloro-6-fluoro-4-methyl-biphenyl-3-yl)-4-hydroxy-8-methoxy-1,8-diaza-spiro[4.5]dec-3-en-2-one (170 mg) and pivaloyl chloride (98 mg) in acetonitrile (5 ml) is added pyridine (64 mg) and the reaction mixture stirred at room temperature for 8 hours. The mixture is poured on diluted HCl and extracted with ethyl acetate (3×). The combined organic layers are washed with brine, dried over sodium sulfate and concentrated. The residue is triturated with heptane, filtered and drie... The product is O=C(O)C=Cc1cncc(OC(=O)N2CCC(Oc3ccc(OCc4cccc(F)c4)cc3)CC2)c1. The reactants are C1CCOC1, COC(=O)C=Cc1cncc(OC(=O)N2CCC(Oc3ccc(OCc4cccc(F)c4)cc3)CC2)c1, [Na+], [OH-]. Reaction SMILES: [CH2:40]1[O:41][CH2:42][CH2:43][CH2:44]1.[F:3][c:4]1[cH:5][c:6]([CH2:7][O:8][c:9]2[cH:10][cH:11][c:12]([O:13][CH:14]3[CH2:15][CH2:16][N:17]([C:20](=[O:21])[O:22][c:23]4[cH:24][n:25][cH:26][c:27]([CH:29]=[CH:30][C:31](=[O:32])[O:33][CH3:34])[cH:28]4)[CH2:18][CH2:19]3)[cH:35][cH:36]2)[cH:37][cH:38][cH:39]1.[Na+:2].[OH-:1]>>[F:3][c:4]1[cH:5][c:6]([CH2:7][O:8][c:9]2[cH:10][cH:11][c:12]([O:13][CH:14]3[CH2:15][CH2:16][N:17]([C:20](=[O:21])[O:22][c:23]4[cH:24][n:25][cH:26][c:27]([CH:29]=[CH:30][C:31](=[O:32])[OH:33])[cH:28]4)[CH2:18][CH2:19]3)[cH:35][cH:36]2)[cH:37][cH:38][cH:39]1. Reactants: O.O.Cl.Cl (dihydrochloride dihydrate), N1(CCNCC1)C=1SN=C2C1C=CC=C2 (3-(1-piperazinyl)-2,1-benzisothiazole), BrCCCCN1C(CC2(CCCC2)CC1=O)=O (8-(4-bromobutyl)-8-azaspiro[4.5]decane-7,9-dione), C([O-])([O-])=O.[K+].[K+] (potassium carbonate), [I-].[K+] (potassium iodide). As a reaction SMILES: O.O.Cl.Cl.[N:5]1([C:11]2[S:12][N:13]=[C:14]3[CH:19]=[CH:18][CH:17]=[CH:16][C:15]=23)[CH2:10][CH2:9][NH:8][CH2:7][CH2:6]1.Br[CH2:21][CH2:22][CH2:23][CH2:24][N:25]1[C:34](=[O:35])[CH2:33][C:28]2([CH2:32][CH2:31][CH2:30][CH2:29]2)[CH2:27][C:26]1=[O:36].C(=O)([O-])[O-].[K+].[K+].[I-].[K+]>>[N:13]1[S:12][C:11]([N:5]2[CH2:10][CH2:9][N:8]([CH2:21][CH2:22][CH2:23][CH2:24][N:25]3[C:26](=[O:36])[CH2:27][C:28]4([CH2:32][CH2:31][CH2:30][CH2:29]4)[CH2:33][C:34]3=[O:35])[CH2:7][CH2:6]2)=[C:15]2[CH:16]=[CH:17][CH:18]=[CH:19][C:14]=12 |f:0.1.2.3,6.7.8,9.10|. Procedure details: Title product dihydrochloride dihydrate--A mixture of 3-(1-piperazinyl)-2,1-benzisothiazole (4.0 g., 0.018 mole) and 8-(4-bromobutyl)-8-azaspiro[4.5]decane-7,9-dione (5.5 g., 0.018 mole), anhydrous potassium carbonate (4.98 g., 0.036 mole) and potassium iodide (0.83 g., 0.005 mole) in 100 ml. of acetonitrile is stirred at reflux temperature for a period of 20 hr. The reaction mixture is filtered, concentrated in vacuo and residual material triturated with ether to afford 7.38 g., (93% yield) of ... The product is N=1SC(=C2C1C=CC=C2)N2CCN(CC2)CCCCN2C(CC1(CCCC1)CC2=O)=O (8-[4-[4-(2,1-Benzisothiazol-3-yl)-1-piperazinyl]butyl]-8-azaspiro[4.5]decane-7,9-dione). Reactants: C(C)(=O)O[C@H]1[C@@H](O[C@@H]([C@H]([C@@H]1OC(C)=O)OC(C)=O)O\C(=C/C1=C(C=CC=C1)F)\C(=O)OCC)COC(C)=O ((2S,3S,4R,5S,6R)-2-(Acetoxymethyl)-6-(((Z)-3-ethoxy-1-(2-fluorophenyl)-3-oxoprop-1-en-2-yl)oxy)tetrahydro-2H-pyran-3,4,5-triyl triacetate), [Br-].C(C)(=O)O[C@H]1[C@@H](O)O[C@@H]([C@@H]([C@@H]1OC(C)=O)OC(C)=O)COC(C)=O (2,3,4,6-tetra-O-acetyl-α-D-galactose bromide), O=C(C(=O)OC)CC1=C(C=CC=C1F)Cl (methyl 2-oxo-3-(2-chloro-6-fluorophenyl)propanoate), [H-].[Na+] (sodium hydride). The product is C(C)(=O)O[C@@H]1[C@@H](O[C@@H]([C@H]([C@@H]1OC(C)=O)OC(C)=O)O\C(=C/C1=C(C=CC=C1F)Cl)\C(=O)OC)COC(C)=O ((2S,3R,4R,5S,6R)-2-(Acetoxymethyl)-6-(((Z)-1-(2-chloro-6-fluorophenyl)-3-methoxy-3-oxoprop-1-en-2-yl)oxy)tetrahydro-2H-pyran-3,4,5-triyl triacetate). The yield is 26.0%. Reaction SMILES: [C:1]([O:4][C@@H:5]1[C@@H:10]([O:11][C:12](=[O:14])[CH3:13])[C@H:9]([O:15][C:16](=[O:18])[CH3:17])[C@@H:8]([O:19]/[C:20](/[C:29]([O:31][CH2:32]C)=[O:30])=[CH:21]\[C:22]2[CH:27]=[CH:26][CH:25]=[CH:24][C:23]=2[F:28])[O:7][C@H:6]1[CH2:34][O:35][C:36](=[O:38])[CH3:37])(=[O:3])[CH3:2].O=C(CC1C(F)=CC=CC=1[Cl:53])C(OC)=O.[H-].[Na+].[Br-].C(O[C@@H]1[C@@H](OC(=O)C)[C@@H](OC(=O)C)[C@@H](COC(=O)C)O[C@@H]1O)(=O)C>>[C:1]([O:4][C@H:5]1[C@@H:10]([O:11][C:12](=[O:14])[CH3:13])[C@H:9]([O:15][C:16](=[O:18])[CH3:17])[C@@H:8]([O:19]/[C:20](/[C:29]([O:31][CH3:32])=[O:30])=[CH:21]\[C:22]2[C:23]([F:28])=[CH:24][CH:25]=[CH:26][C:27]=2[Cl:53])[O:7][C@H:6]1[CH2:34][O:35][C:36](=[O:38])[CH3:37])(=[O:3])[CH3:2] |f:2.3,4.5|. Procedure: The title compound was prepared as described for C4 using methyl 2-oxo-3-(2-chloro-6-fluorophenyl)propanoate B14 (Otava, 100 mg, 0.434 mmol), sodium hydride (10.41 mg, 0.434 mmol) and 2,3,4,6-tetra-O-acetyl-α-D-galactose bromide (178 mg, 0.434 mmol). The compound was isolated in the form of white solid in 26% yield. Reactants: N(=[N+]=[N-])CCN1C(C2=CC=CC=C2C1=O)=O (2-(2-azidoethyl)isoindoline-1,3-dione), C(C#C)O (2-propyn-1-ol). Solvent: C1(=CC=CC=C1)C (toluene). The product is OCC1=CN=NN1CCN1C(C2=CC=CC=C2C1=O)=O (2-(2-(5-(Hydroxymethyl)-1H-1,2,3-triazol-1-yl)ethyl)isoindoline-1,3-dione). The yield is 31.1%. As a reaction SMILES: [N:1]([CH2:4][CH2:5][N:6]1[C:14](=[O:15])[C:13]2[C:8](=[CH:9][CH:10]=[CH:11][CH:12]=2)[C:7]1=[O:16])=[N+:2]=[N-:3].[CH2:17]([OH:20])[C:18]#[CH:19]>C1(C)C=CC=CC=1>[OH:20][CH2:17][C:18]1[N:1]([CH2:4][CH2:5][N:6]2[C:7](=[O:16])[C:8]3[C:13](=[CH:12][CH:11]=[CH:10][CH:9]=3)[C:14]2=[O:15])[N:2]=[N:3][CH:19]=1. Reported procedure: Heat a mixture of 2-(2-azidoethyl)isoindoline-1,3-dione (12 g, 55.5 mmol) and 2-propyn-1-ol (3.88 mL, 66.6 mmol) in toluene (50 mL) in a sealed reactor at 90° C. for 3 days. Cool to RT and collect the solid. Purify by column chromatography (DCM to 2% methanol in DCM) to give the title compound (first fraction) as a white solid (4.7 g, 31%). MS (ES) m/z 273 [M+1]+.